This data is from the Open Reaction Database (ORD), a public repository of structured organic reaction records. The task is: describe an organic reaction: reactants, conditions, products, and yield Reactants: Cc1ccccc1, O=C(Cl)OC(Cl)(Cl)Cl, c1ccc(CNC2CCCNC2)cc1. Product: O=C1N2CCCC(C2)N1Cc1ccccc1. RXN SMILES: [CH3:23][c:24]1[cH:25][cH:26][cH:27][cH:28][cH:29]1.[O:15]=[C:16]([Cl:17])[O:18][C:19]([Cl:20])([Cl:21])[Cl:22].[c:1]1([CH2:7][NH:8][CH:9]2[CH2:10][NH:11][CH2:12][CH2:13][CH2:14]2)[cH:2][cH:3][cH:4][cH:5][cH:6]1>>[c:1]1([CH2:7][N:8]2[CH:9]3[CH2:10][N:11]([CH2:12][CH2:13][CH2:14]3)[C:16]2=[O:15])[cH:2][cH:3][cH:4][cH:5][cH:6]1. Starting materials: COC(=O)c1ccc(S(C)(=O)=O)cc1OCCNC(=O)OC(C)(C)C, CCO, [K+], [OH-], O. Yields the product CC(C)(C)OC(=O)NCCOc1cc(S(C)(=O)=O)ccc1C(=O)O. As a reaction SMILES: [C:1]([CH3:2])([CH3:3])([CH3:4])[O:5][C:6](=[O:7])[NH:8][CH2:9][CH2:10][O:11][c:12]1[c:13]([C:14](=[O:15])[O:16][CH3:17])[cH:18][cH:19][c:20]([S:22](=[O:23])(=[O:24])[CH3:25])[cH:21]1.[CH3:26][CH2:27][OH:28].[K+:30].[OH-:29].[OH2:31]>>[C:1]([CH3:2])([CH3:3])([CH3:4])[O:5][C:6](=[O:7])[NH:8][CH2:9][CH2:10][O:11][c:12]1[c:13]([C:14](=[O:15])[OH:16])[cH:18][cH:19][c:20]([S:22](=[O:23])(=[O:24])[CH3:25])[cH:21]1. Reactants: [Si](C)(C)(C(C)(C)C)OCC1(CC=2N(CCS1)C(=NN2)C2(CC2)C2=CC=C(C=C2)B2OC(C(O2)(C)C)(C)C)C (8-({[Tert-butyl(dimethyl)silyl]oxy}methyl)-8-methyl-3-{1-[4-(4,4,5,5-tetramethyl-1,3,2-dioxaborolan-2-yl)phenyl]cyclopropyl}-5,6,8,9-tetrahydro[1,2,4]triazolo[4,3-d][1,4]thiazepine), BrC1=CC=CC(=N1)C#N (6-bromo-2-cyanopyridine), C([O-])([O-])=O.[K+].[K+] (potassium carbonate), C(O)([O-])=O.[Na+] (sodium hydrogencarbonate). Reagents/catalysts: C=1C=CC(=CC1)[P](C=2C=CC=CC2)(C=3C=CC=CC3)[Pd]([P](C=4C=CC=CC4)(C=5C=CC=CC5)C=6C=CC=CC6)([P](C=7C=CC=CC7)(C=8C=CC=CC8)C=9C=CC=CC9)[P](C=1C=CC=CC1)(C=1C=CC=CC1)C=1C=CC=CC1 (tetrakis(triphenylphosphine)palladium(0)). The solvent is C(OC)COC (dimethoxyethane), O (water). Yields the product [Si](C)(C)(C(C)(C)C)OCC1(CC=2N(CCS1)C(=NN2)C2(CC2)C2=CC=C(C=C2)C2=CC=CC(=N2)C#N)C (6-(4-{1-[8-({[Tert-butyl(dimethyl)silyl]oxy}methyl)-8-methyl-5,6,8,9-tetrahydro[1,2,4]triazolo[4,3-d][1,4]thiazepin-3-yl]cyclopropyl}phenyl)pyridine-2-carbonitrile). Yield: 87.6%. RXN SMILES: [Si:1]([O:8][CH2:9][C:10]1([CH3:38])[S:16][CH2:15][CH2:14][N:13]2[C:17]([C:20]3([C:23]4[CH:28]=[CH:27][C:26](B5OC(C)(C)C(C)(C)O5)=[CH:25][CH:24]=4)[CH2:22][CH2:21]3)=[N:18][N:19]=[C:12]2[CH2:11]1)([C:4]([CH3:7])([CH3:6])[CH3:5])([CH3:3])[CH3:2].Br[C:40]1[N:45]=[C:44]([C:46]#[N:47])[CH:43]=[CH:42][CH:41]=1.C(=O)([O-])[O-].[K+].[K+].C(=O)([O-])O.[Na+]>C(COC)OC.O.C1C=CC([P]([Pd]([P](C2C=CC=CC=2)(C2C=CC=CC=2)C2C=CC=CC=2)([P](C2C=CC=CC=2)(C2C=CC=CC=2)C2C=CC=CC=2)[P](C2C=CC=CC=2)(C2C=CC=CC=2)C2C=CC=CC=2)(C2C=CC=CC=2)C2C=CC=CC=2)=CC=1>[Si:1]([O:8][CH2:9][C:10]1([CH3:38])[S:16][CH2:15][CH2:14][N:13]2[C:17]([C:20]3([C:23]4[CH:28]=[CH:27][C:26]([C:40]5[N:45]=[C:44]([C:46]#[N:47])[CH:43]=[CH:42][CH:41]=5)=[CH:25][CH:24]=4)[CH2:21][CH2:22]3)=[N:18][N:19]=[C:12]2[CH2:11]1)([C:4]([CH3:5])([CH3:6])[CH3:7])([CH3:2])[CH3:3] |f:2.3.4,5.6,^1:69,71,90,109|. Procedure: A solution of the compound (555 mg, 1.0 mmol) obtained in Example 16-5), 6-bromo-2-cyanopyridine (283 mg, 1.5 mmol), tetrakis(triphenylphosphine)palladium(0) (231 mg, 0.2 mmol), and potassium carbonate (276 mg, 2 mmol) in dimethoxyethane (4 mL) and water (1 mL) was stirred at 130° C. for 1.5 h under microwave irradiation. The reaction mixture was cooled to room temperature, saturated aqueous sodium hydrogencarbonate was added to the reaction mixture, the mixture was extracted with dichloromethan... Starting materials: NC(=O)C=1C=C(C=CC1)B(O)O (3-(aminocarbonyl)-phenyl boronic acid), BrC1=CC=C(CCN)C=C1 (4-bromophenethylamine), C1(=CC=CC=C1)C.CCO (PhMe EtOH). Solvent: COCCOC (DME). Yields the product NCCC1=CC=C(C=C1)C1=CC(=CC=C1)C(=O)N (4′-(2-aminoethyl)-3-biphenylcarboxamide). As a reaction SMILES: [NH2:1][C:2]([C:4]1[CH:5]=[C:6](B(O)O)[CH:7]=[CH:8][CH:9]=1)=[O:3].Br[C:14]1[CH:22]=[CH:21][C:17]([CH2:18][CH2:19][NH2:20])=[CH:16][CH:15]=1.C1(C)C=CC=CC=1.CCO>COCCOC>[NH2:20][CH2:19][CH2:18][C:17]1[CH:21]=[CH:22][C:14]([C:6]2[CH:7]=[CH:8][CH:9]=[C:4]([C:2]([NH2:1])=[O:3])[CH:5]=2)=[CH:15][CH:16]=1 |f:2.3|. Reported procedure: The title compound was prepared from 3-(aminocarbonyl)-phenyl boronic acid and 4-bromophenethylamine. according to the procedure described for intermediate I-VII-1 with the exceptions that 4:1 PhMe/EtOH was sued as organic solvent (instead of DME) and the chromatographic purification step was omitted. LC/MS (method E) 0.53 min; m/z 241 (M+H). Reactants: ClC1=C(C=O)C=CC(=C1)Cl (2,4-dichlorobenzaldehyde), C(C)OC(C=C(OCC)N)=O (3-amino-3-ethoxyacrylic acid ethyl ester). The solvent is alcohol. Yields the product C(C)OC(=O)C1=C(N=C(C(C1C1=C(C=C(C=C1)Cl)Cl)C(=O)OCC)OCC)N (2-amino-4-(2,4-dichlorophenyl)-6-ethoxy-4,5-dihydropyridine-3,5-dicarboxylic acid diethyl ester), ethyl acetate petroleum ether. The yield is 68.0%. As a reaction SMILES: [Cl:1][C:2]1[CH:9]=[C:8]([Cl:10])[CH:7]=[CH:6][C:3]=1[CH:4]=O.[CH2:11]([O:13][C:14](=[O:21])[CH:15]=[C:16]([NH2:20])[O:17][CH2:18][CH3:19])[CH3:12]>>[CH2:11]([O:13][C:14]([C:15]1[CH:4]([C:3]2[CH:6]=[CH:7][C:8]([Cl:10])=[CH:9][C:2]=2[Cl:1])[CH:15]([C:14]([O:13][CH2:11][CH3:12])=[O:21])[C:16]([O:17][CH2:18][CH3:19])=[N:20][C:16]=1[NH2:20])=[O:21])[CH3:12]. Procedure details: Upon boiling a solution of 8.8 g of 2,4-dichlorobenzaldehyde and 15.9 g of 3-amino-3-ethoxyacrylic acid ethyl ester in 50 ml of alcohol for 6 hours, 2-amino-4-(2,4-dichlorophenyl)-6-ethoxy-4,5-dihydropyridine-3,5-dicarboxylic acid diethyl ester of melting point 98° C (ethyl acetate/ petroleum ether) is obtained. Yield: 68% of theory. Reactants: COC(C1=C(C=CC(=C1)CNS(=O)(=O)C)CN(CC1=NC=CC=C1C)CC1=NC=CC=C1C)=O (2-{[bis-(3-methyl-pyridin-2-ylmethyl)-amino]-methyl}-5-(methanesulfonylamino-methyl)-benzoic acid methyl ester), [H-].[H-].[H-].[H-].[Li+].[Al+3] (LiAlH4), O (H2O). The solvent is C1CCOC1 (THF). Conditions: time 30 minute. The product is CC=1C(=NC=CC1)CN(CC1=NC=CC=C1C)CC1=C(C=C(CNS(=O)(=O)C)C=C1)CO (N-(4-{[bis-(3-methyl-pyridin-2-ylmethyl)-amino]-methyl}-3-hydroxymethyl-benzyl)-methanesulfonamide). Yield: 80.7%. RXN SMILES: C[O:2][C:3](=O)[C:4]1[CH:9]=[C:8]([CH2:10][NH:11][S:12]([CH3:15])(=[O:14])=[O:13])[CH:7]=[CH:6][C:5]=1[CH2:16][N:17]([CH2:26][C:27]1[C:32]([CH3:33])=[CH:31][CH:30]=[CH:29][N:28]=1)[CH2:18][C:19]1[C:24]([CH3:25])=[CH:23][CH:22]=[CH:21][N:20]=1.[H-].[H-].[H-].[H-].[Li+].[Al+3].O>C1COCC1>[CH3:33][C:32]1[C:27]([CH2:26][N:17]([CH2:16][C:5]2[CH:6]=[CH:7][C:8]([CH2:10][NH:11][S:12]([CH3:15])(=[O:14])=[O:13])=[CH:9][C:4]=2[CH2:3][OH:2])[CH2:18][C:19]2[C:24]([CH3:25])=[CH:23][CH:22]=[CH:21][N:20]=2)=[N:28][CH:29]=[CH:30][CH:31]=1 |f:1.2.3.4.5.6|. Procedure details: Under N2, To a solution of 2-{[bis-(3-methyl-pyridin-2-ylmethyl)-amino]-methyl}-5-(methanesulfonylamino-methyl)-benzoic acid methyl ester (0.217 g, 0.450 mmol) in THF (20 mL) was added LiAlH4 (1.0 M in THF, 0.67 mL, 0.67 mmol) at −78° C. After the addition the reaction mixture was brought to room temperature and stirred at room temperature for 30 min. H2O (10 mL) was added, and THF removed. The aqueous residue was extracted with CH2Cl2 (3×20 mL), and the extracts were combined and dried over Na2... The reactants are COC(=O)c1cc2c([nH]1)C(Cc1cccc(Br)c1)CC2, C1CCOC1, CO, [Li+], [OH-]. Product: O=C(O)c1cc2c([nH]1)C(Cc1cccc(Br)c1)CC2. As a reaction SMILES: [Br:1][c:2]1[cH:3][c:4]([CH2:5][CH:6]2[CH2:7][CH2:8][c:9]3[c:10]2[nH:11][c:12]([C:14](=[O:15])[O:16][CH3:17])[cH:13]3)[cH:18][cH:19][cH:20]1.[CH2:25]1[O:26][CH2:27][CH2:28][CH2:29]1.[CH3:23][OH:24].[Li+:21].[OH-:22]>>[Br:1][c:2]1[cH:3][c:4]([CH2:5][CH:6]2[CH2:7][CH2:8][c:9]3[c:10]2[nH:11][c:12]([C:14](=[O:15])[OH:16])[cH:13]3)[cH:18][cH:19][cH:20]1. Reactants: C[Si](C#CC1=C(C=CC=C1)[N+](=O)[O-])(C)C (trimethyl-(2-nitrophenylethynyl)silane). The reagents and catalysts are [Pd] (palladium-on-carbon). Solvent: CO (methanol). Conditions: time 12 hour. Product: C[Si](CCC1=C(C=CC=C1)N)(C)C (2-(2-trimethylsilylethyl)phenylamine). Yield: 42.4%. RXN SMILES: [CH3:1][Si:2]([CH3:15])([CH3:14])[C:3]#[C:4][C:5]1[CH:10]=[CH:9][CH:8]=[CH:7][C:6]=1[N+:11]([O-])=O>CO.[Pd]>[CH3:14][Si:2]([CH3:1])([CH3:15])[CH2:3][CH2:4][C:5]1[CH:10]=[CH:9][CH:8]=[CH:7][C:6]=1[NH2:11]. Reported procedure: 10.9 g (50 mmol) of trimethyl-(2-nitrophenylethynyl)silane were dissolved in 200 ml of methanol, and 0.5 g of palladium-on-carbon (5%) were added. The mixture was then hydrogenated in an autoclave at 4 bar for 12 h. Removal of the solvent and column-chromatographic purification on silica gel 60 (mobile phase: methylene chloride) gave 4.1 g of 2-(2-trimethylsilylethyl)phenylamine [log P (pH 2.3)=2.58].